This data is from the Open Reaction Database (ORD), a public repository of structured organic reaction records. The task is: describe an organic reaction: reactants, conditions, products, and yield The reactants are COc1ccc(C2=NN(C3CCNCC3)C(=O)C2(C)C)cc1OC, O=C(O)c1cnccc1C(F)(F)F. The product is COc1ccc(C2=NN(C3CCN(C(=O)c4cnccc4C(F)(F)F)CC3)C(=O)C2(C)C)cc1OC. RXN SMILES: [CH3:1][O:2][c:3]1[cH:4][c:5]([C:11]2=[N:15][N:14]([CH:16]3[CH2:17][CH2:18][NH:19][CH2:20][CH2:21]3)[C:13](=[O:22])[C:12]2([CH3:23])[CH3:24])[cH:6][cH:7][c:8]1[O:9][CH3:10].[F:25][C:26]([c:27]1[cH:28][cH:29][n:30][cH:31][c:32]1[C:33](=[O:34])[OH:35])([F:36])[F:37]>>[CH3:1][O:2][c:3]1[cH:4][c:5]([C:11]2=[N:15][N:14]([CH:16]3[CH2:17][CH2:18][N:19]([C:33]([c:32]4[c:27]([C:26]([F:25])([F:36])[F:37])[cH:28][cH:29][n:30][cH:31]4)=[O:34])[CH2:20][CH2:21]3)[C:13](=[O:22])[C:12]2([CH3:23])[CH3:24])[cH:6][cH:7][c:8]1[O:9][CH3:10]. Reactants: C(C1=CC=CC=C1)C1=NC(=CC=C1I)N1C[C@H]([C@H](C1)OC)O (2-benzyl-3-iodo-6-[(3R,4S)-3-hydroxy-4-methoxypyrrolidine-1-yl]pyridine), C(#C)[C@]1(CN2CCC1CC2)O ((3R)-3-ethynyl-3-quinuclidinol), cuprous iodide. Reagents/catalysts: C=1C=CC(=CC1)[P](C=2C=CC=CC2)(C=3C=CC=CC3)[Pd]([P](C=4C=CC=CC4)(C=5C=CC=CC5)C=6C=CC=CC6)([P](C=7C=CC=CC7)(C=8C=CC=CC8)C=9C=CC=CC9)[P](C=1C=CC=CC1)(C=1C=CC=CC1)C=1C=CC=CC1 (tetrakis(triphenylphosphine)palladium(0)). Run in C(C)N(CC)CC (triethylamine). Run at time 5 hour. The product is C(C1=CC=CC=C1)C1=NC(=CC=C1C#C[C@]1(CN2CCC1CC2)O)N2C[C@H]([C@H](C2)OC)O ((3R)-3-[2-Benzyl-6-[(3R,4S)-3-hydroxy-4-methoxypyrrolidine-1-yl)-3-pyridyl]ethynyl-3-quinuclidinol). Isolated yield 82.3%. As a reaction SMILES: [CH2:1]([C:8]1[C:13](I)=[CH:12][CH:11]=[C:10]([N:15]2[CH2:19][C@H:18]([O:20][CH3:21])[C@H:17]([OH:22])[CH2:16]2)[N:9]=1)[C:2]1[CH:7]=[CH:6][CH:5]=[CH:4][CH:3]=1.[C:23]([C@:25]1([OH:33])[CH:30]2[CH2:31][CH2:32][N:27]([CH2:28][CH2:29]2)[CH2:26]1)#[CH:24]>C1C=CC([P]([Pd]([P](C2C=CC=CC=2)(C2C=CC=CC=2)C2C=CC=CC=2)([P](C2C=CC=CC=2)(C2C=CC=CC=2)C2C=CC=CC=2)[P](C2C=CC=CC=2)(C2C=CC=CC=2)C2C=CC=CC=2)(C2C=CC=CC=2)C2C=CC=CC=2)=CC=1.C(N(CC)CC)C>[CH2:1]([C:8]1[C:13]([C:24]#[C:23][C@:25]2([OH:33])[CH:30]3[CH2:31][CH2:32][N:27]([CH2:28][CH2:29]3)[CH2:26]2)=[CH:12][CH:11]=[C:10]([N:15]2[CH2:19][C@H:18]([O:20][CH3:21])[C@H:17]([OH:22])[CH2:16]2)[N:9]=1)[C:2]1[CH:7]=[CH:6][CH:5]=[CH:4][CH:3]=1 |^1:37,39,58,77|. Procedure: A mixture of 4.6 g of 2-benzyl-3-iodo-6-[(3R,4S)-3-hydroxy-4-methoxypyrrolidine-1-yl]pyridine, 1.7 g of (3R)-3-ethynyl-3-quinuclidinol, 130 mg of tetrakis(triphenylphosphine)palladium(0), 110 mg of cuprous iodide and 3.1 ml of triethylamine was stirred for 5 hours at room temperature in a nitrogen atmosphere. The reaction solution was extracted with aqueous dilute ammonia-ethyl acetate, and the organic phase was washed with water and brine, dried over anhydrous magnesium sulfate and then concent... Reactants: C1N2CN3CN1CN(C2)C3, CC(=O)O, Clc1ccc(-c2nc3c(CBr)cccc3o2)cc1, O. Yields the product O=Cc1cccc2oc(-c3ccc(Cl)cc3)nc12. As a reaction SMILES: [CH2:19]1[N:20]2[CH2:21][N:22]3[CH2:23][N:24]([CH2:25]2)[CH2:26][N:27]1[CH2:28]3.[CH3:29][C:30]([OH:31])=[O:32].[Cl:1][c:2]1[cH:3][cH:4][c:5](-[c:8]2[o:9][c:10]3[c:11]([n:12]2)[c:13]([CH2:17][Br:18])[cH:14][cH:15][cH:16]3)[cH:6][cH:7]1.[OH2:33]>>[Cl:1][c:2]1[cH:3][cH:4][c:5](-[c:8]2[o:9][c:10]3[c:11]([n:12]2)[c:13]([CH:17]=[O:31])[cH:14][cH:15][cH:16]3)[cH:6][cH:7]1. The reactants are [Li+].[OH-] (LiOH), C(C)C1=NC(=CC2=CC(=C(C=C12)OC)OC)O (1-ethyl-6,7-dimethoxyisoquinolin-3-ol), C(C)C1=NC(=CC2=CC(=C(C=C12)OC)OC)O (1-Ethyl-6,7-dimethoxyisoquinolin-3-ol), Cl.ClCC=1C=NC2=CC=C(C=C2C1)OC (3-(chloromethyl)-6-methoxyquinoline hydrochloride), Cl.ClCC=1C=NC2=CC=C(C=C2C1)OC (3-(Chloromethyl)-6-methoxyquinoline hydrochloride). The solvent is C1CCOC1 (THF). Yields the product C(C)C1=NC(=C(C2=CC(=C(C=C12)OC)OC)CC=1C=NC2=CC=C(C=C2C1)OC)O (1-ethyl-6,7-dimethoxy-4-((6-methoxyquinolin-3-yl)methyl)isoquinolin-3-ol). As a reaction SMILES: [CH2:1]([C:3]1[C:12]2[C:7](=[CH:8][C:9]([O:15][CH3:16])=[C:10]([O:13][CH3:14])[CH:11]=2)[CH:6]=[C:5]([OH:17])[N:4]=1)[CH3:2].Cl.Cl[CH2:20][C:21]1[CH:22]=[N:23][C:24]2[C:29]([CH:30]=1)=[CH:28][C:27]([O:31][CH3:32])=[CH:26][CH:25]=2.[Li+].[OH-]>C1COCC1>[CH2:1]([C:3]1[C:12]2[C:7](=[CH:8][C:9]([O:15][CH3:16])=[C:10]([O:13][CH3:14])[CH:11]=2)[C:6]([CH2:20][C:21]2[CH:22]=[N:23][C:24]3[C:29]([CH:30]=2)=[CH:28][C:27]([O:31][CH3:32])=[CH:26][CH:25]=3)=[C:5]([OH:17])[N:4]=1)[CH3:2] |f:1.2,3.4|. Reported procedure: To a solution of 1-ethyl-6,7-dimethoxyisoquinolin-3-ol SLA 28136 (288 mg, 1.18 mmol) in THF (13 mL) in a 20 mL microwave vial equipped with a magnetic stirrer was added 3-(chloromethyl)-6-methoxyquinoline hydrochloride SLA 47088B (275 mg, 1.18 mmol) and a 2 N aq. LiOH solution (1.20 mL, 2.40 mmol) and the mixture was stirred at 160° C. for 1.5 h under microwave irradiation. After cooling to RT, THF was then removed at 40° C. under vacuum and the solution was extracted with CH2Cl2 (50 mL), washed... Reaction SMILES: C(OC(NC1C(=O)N2C(C)(C(O)=O)CCC2=NC=1)=O)C1C=CC=CC=1.C([O:30][C:31]([C:33]1([CH2:54][CH3:55])[N:37]2[C:38](=[O:53])[C:39]([NH:42][C:43]([O:45][CH2:46][C:47]3[CH:52]=[CH:51][CH:50]=[CH:49][CH:48]=3)=[O:44])=[CH:40][N:41]=[C:36]2[CH2:35][CH2:34]1)=[O:32])(C)(C)C>>[CH2:46]([O:45][C:43]([NH:42][C:39]1[C:38](=[O:53])[N:37]2[C:33]([CH2:54][CH3:55])([C:31]([OH:32])=[O:30])[CH2:34][CH2:35][C:36]2=[N:41][CH:40]=1)=[O:44])[C:47]1[CH:48]=[CH:49][CH:50]=[CH:51][CH:52]=1. The product is C(C1=CC=CC=C1)OC(=O)NC1=CN=C2N(C1=O)C(CC2)(C(=O)O)CC (3-benzyloxycarbonylamino-6-ethyl-4-oxo-4,6,7,8-tetrahydro-pyrrolo[1,2-a]pyrimidine-6-carboxylic acid). Reported procedure: According to the procedure for the preparation of intermediate 19b, intermediate 22a (41 mg, 413.47 mmol) was deprotected to afford 35 mg (99%) of intermediate 22b. MS (ESI) 358.3 (M+H+), 356.2 (M−H+). Isolated yield 0.0%. Reactants: C(C1=CC=CC=C1)OC(=O)NC1=CN=C2N(C1=O)C(CC2)(C(=O)O)C (3-benzyloxycarbonylamino-6-methyl-4-oxo-4,6,7,8-tetrahydro-pyrrolo[1,2-a]pyrimidine-6-carboxylic acid), C(C)(C)(C)OC(=O)C1(CCC=2N1C(C(=CN2)NC(=O)OCC2=CC=CC=C2)=O)CC (3-benzyloxycarbonylamino-6-ethyl-4-oxo-4,6,7,8-tetrahydro-pyrrolo[1,2-a]pyrimidine-6-carboxylic acid tert-butyl ester). Reactants: BrB(Br)Br, O=C([O-])O, O=C1NC(=O)C(Cc2cn(Cc3ccc(OCc4ccccc4)cc3)c3ccccc23)S1, ClCCl, [Na+]. Yields the product O=C1NC(=O)C(Cc2cn(Cc3ccc(O)cc3)c3ccccc23)S1. Reaction SMILES: [B:33]([Br:34])([Br:35])[Br:36].[C:37](=[O:38])([O-:39])[OH:40].[CH2:1]([c:2]1[cH:3][cH:4][cH:5][cH:6][cH:7]1)[O:8][c:9]1[cH:10][cH:11][c:12]([CH2:13][n:14]2[cH:15][c:16]([CH2:23][CH:24]3[C:25](=[O:30])[NH:26][C:27](=[O:29])[S:28]3)[c:17]3[cH:18][cH:19][cH:20][cH:21][c:22]23)[cH:31][cH:32]1.[CH2:42]([Cl:43])[Cl:44].[Na+:41]>>[OH:8][c:9]1[cH:10][cH:11][c:12]([CH2:13][n:14]2[cH:15][c:16]([CH2:23][CH:24]3[C:25](=[O:30])[NH:26][C:27](=[O:29])[S:28]3)[c:17]3[cH:18][cH:19][cH:20][cH:21][c:22]23)[cH:31][cH:32]1.